From a dataset of the Open Reaction Database (ORD), a public repository of structured organic reaction records. describe an organic reaction: reactants, conditions, products, and yield Starting materials: FC(CNC([C@@H](NC(=O)OC)C(C1=CC=CC=C1)C1=CC=CC=C1)=O)CC[C@@H](CO)N(S(=O)(=O)C1=CC=C(C=C1)[N+](=O)[O-])CCC(C)C (N-[(5S)-2-fluoro-6-hydroxy-5-{(3-methylbutyl)[(4-nitrophenyl)sulfonyl]amino}hexyl]-Nα-(methoxycarbonyl)-β-phenyl-L-phenylalaninamide). The reagents and catalysts are [OH-].[OH-].[Pd+2] (palladium hydroxide on carbon). The solvent is C(C)(=O)OCC.C(C)O (ethyl acetate ethanol). Run at time 3 hour. The product is NC1=CC=C(C=C1)S(=O)(=O)N([C@@H](CCC(CNC([C@@H](NC(=O)OC)C(C1=CC=CC=C1)C1=CC=CC=C1)=O)F)CO)CCC(C)C (N-[(5S)-5-{[(4-aminophenyl)sulfonyl](3-methylbutyl)amino}-2-fluoro-6-hydroxyhexyl]-Nα-(methoxycarbonyl)-β-phenyl-L-phenylalaninamide). Isolated yield 70.3%. Reaction SMILES: [F:1][CH:2]([CH2:26][CH2:27][C@H:28]([N:31]([CH2:44][CH2:45][CH:46]([CH3:48])[CH3:47])[S:32]([C:35]1[CH:40]=[CH:39][C:38]([N+:41]([O-])=O)=[CH:37][CH:36]=1)(=[O:34])=[O:33])[CH2:29][OH:30])[CH2:3][NH:4][C:5](=[O:25])[C@H:6]([CH:12]([C:19]1[CH:24]=[CH:23][CH:22]=[CH:21][CH:20]=1)[C:13]1[CH:18]=[CH:17][CH:16]=[CH:15][CH:14]=1)[NH:7][C:8]([O:10][CH3:11])=[O:9]>C(OCC)(=O)C.C(O)C.[OH-].[OH-].[Pd+2]>[NH2:41][C:38]1[CH:37]=[CH:36][C:35]([S:32]([N:31]([CH2:44][CH2:45][CH:46]([CH3:48])[CH3:47])[C@H:28]([CH2:29][OH:30])[CH2:27][CH2:26][CH:2]([F:1])[CH2:3][NH:4][C:5](=[O:25])[C@H:6]([CH:12]([C:13]2[CH:18]=[CH:17][CH:16]=[CH:15][CH:14]=2)[C:19]2[CH:20]=[CH:21][CH:22]=[CH:23][CH:24]=2)[NH:7][C:8]([O:10][CH3:11])=[O:9])(=[O:33])=[O:34])=[CH:40][CH:39]=1 |f:1.2,3.4.5|. Procedure: A solution of the material from Step 14 (45 mg, 0.065 mmol) in (1:1) in ethyl acetate-ethanol (1 mL) was degassed with nitrogen, then 20% palladium hydroxide on carbon (4.6 mg, 0.007 mmol) was added. The reaction mixture was stirred under hydrogen (1 atm) for 3 hours. The reaction mixture was filtered through celite and washed with dichloromethane to afford 30 mg of the title compound. 1H NMR (DMSO-d6): δ 8.17 (d, J=6.98 Hz, 1H), 7.46-7.38 (m, 3H), 7.35-7.22 (m, 6H), 7.23-7.10 (m, 4H), 6.60 (dd,...